From a dataset of the Open Reaction Database (ORD), a public repository of structured organic reaction records. describe an organic reaction: reactants, conditions, products, and yield Starting materials: CC1=NN(C=2NC(=CC(C21)=O)C2=CC=C(C=C2)N2CCN(CC2)C(=O)OC(C)(C)C)C2=CC=CC=C2 (tert-butyl 4-(4-(3-methyl-4-oxo-1-phenyl-4,7-dihydro-1H-pyrazolo[3,4-b]pyridin-6-yl)phenyl)piperazine-1-carboxylate). The solvent is ClCCl (dichloromethane), FC(C(=O)O)(F)F (trifluoroacetic acid). Reaction conditions: time 2 hour. Product: CC1=NN(C=2NC(=CC(C21)=O)C2=CC=C(C=C2)N2CCNCC2)C2=CC=CC=C2 (3-methyl-1-phenyl-6-(4-(piperazin-1-yl)phenyl)-1H-pyrazolo[3,4-b]pyridin-4(7H)-one). RXN SMILES: [CH3:1][C:2]1[C:10]2[C:9](=[O:11])[CH:8]=[C:7]([C:12]3[CH:17]=[CH:16][C:15]([N:18]4[CH2:23][CH2:22][N:21](C(OC(C)(C)C)=O)[CH2:20][CH2:19]4)=[CH:14][CH:13]=3)[NH:6][C:5]=2[N:4]([C:31]2[CH:36]=[CH:35][CH:34]=[CH:33][CH:32]=2)[N:3]=1>ClCCl.FC(F)(F)C(O)=O>[CH3:1][C:2]1[C:10]2[C:9](=[O:11])[CH:8]=[C:7]([C:12]3[CH:13]=[CH:14][C:15]([N:18]4[CH2:23][CH2:22][NH:21][CH2:20][CH2:19]4)=[CH:16][CH:17]=3)[NH:6][C:5]=2[N:4]([C:31]2[CH:36]=[CH:35][CH:34]=[CH:33][CH:32]=2)[N:3]=1. Reported procedure: Into a 50 mL round-bottom flask, was placed a solution of tert-butyl 4-(4-(3-methyl-4-oxo-1-phenyl-4,7-dihydro-1H-pyrazolo[3,4-b]pyridin-6-yl)phenyl)piperazine-1-carboxylate (300 mg, 0.62 mmol, 1.00 equiv) in dichloromethane (6 mL), trifluoroacetic acid (3 mL). The resulting solution was stirred for 2 h at room temperature. The resulting mixture was then concentrated under vacuum. The pH value of the solution was adjusted to about 9-10 with sodium bicarbonate. The resulting solution was extracte...